This data is from the Open Reaction Database (ORD), a public repository of structured organic reaction records. The task is: describe an organic reaction: reactants, conditions, products, and yield The reactants are CC(C[C@H](N)C(=O)OC(C)(C)C)(C)C (tert-butyl 4-methylleucinate), CN1CCOCC1 (N-Methylmorpholine), CN(C)C(=[N+](C)C)ON1C2=C(C=CC=C2)N=N1.[B-](F)(F)(F)F (TBTU), FC1=CC=C(C=C1)N1[C@@H]([C@H](C1=O)SCC(=O)C1=CC=C(C=C1)F)C1=CC=C(OCC(=O)NCC(=O)O)C=C1 (N-{[4-((2R,3R)-1-(4-Fluorophenyl)-3-{[2-(4-fluorophenyl)-2-oxoethyl]thio}-4-oxoazetidin-2-yl)phenoxy]acetyl}glycine), CC(C[C@H](N)C(=O)OC(C)(C)C)(C)C (tert-butyl 4-methylleucinate), OS(=O)(=O)[O-].[K+] (KHSO4). Run in O (water), C(Cl)Cl (DCM). Run at time 5 minute. The product is FC1=CC=C(C=C1)N1[C@@H]([C@H](C1=O)SCC(=O)C1=CC=C(C=C1)F)C1=CC=C(OCC(=O)NCC(=O)N[C@@H](CC(C)(C)C)C(=O)OC(C)(C)C)C=C1 (tert-butyl N-{[4-((2R,3R)-1-(4-fluorophenyl)-3-{[2-(4-fluorophenyl)-2-oxoethyl]thio}-4-oxoazetidin-2-yl)phenoxy]acetyl}glycyl-4-methylleucinate). As a reaction SMILES: [F:1][C:2]1[CH:7]=[CH:6][C:5]([N:8]2[C:11](=[O:12])[C@H:10]([S:13][CH2:14][C:15]([C:17]3[CH:22]=[CH:21][C:20]([F:23])=[CH:19][CH:18]=3)=[O:16])[C@H:9]2[C:24]2[CH:38]=[CH:37][C:27]([O:28][CH2:29][C:30]([NH:32]CC(O)=O)=[O:31])=[CH:26][CH:25]=2)=[CH:4][CH:3]=1.CN1CC[O:43][CH2:42][CH2:41]1.CN(C(ON1N=NC2C=CC=CC1=2)=[N+](C)C)C.[B-](F)(F)(F)F.[CH3:68][C:69]([CH3:81])([CH3:80])[CH2:70][C@@H:71]([C:73]([O:75][C:76]([CH3:79])([CH3:78])[CH3:77])=[O:74])[NH2:72].OS([O-])(=O)=O.[K+]>C(Cl)Cl.O>[F:1][C:2]1[CH:3]=[CH:4][C:5]([N:8]2[C:11](=[O:12])[C@H:10]([S:13][CH2:14][C:15]([C:17]3[CH:18]=[CH:19][C:20]([F:23])=[CH:21][CH:22]=3)=[O:16])[C@H:9]2[C:24]2[CH:38]=[CH:37][C:27]([O:28][CH2:29][C:30]([NH:32][CH2:41][C:42]([NH:72][C@H:71]([C:73]([O:75][C:76]([CH3:79])([CH3:78])[CH3:77])=[O:74])[CH2:70][C:69]([CH3:81])([CH3:80])[CH3:68])=[O:43])=[O:31])=[CH:26][CH:25]=2)=[CH:6][CH:7]=1 |f:2.3,5.6|. Procedure details: N-{[4-((2R,3R)-1-(4-Fluorophenyl)-3-{[2-(4-fluorophenyl)-2-oxoethyl]thio}-4-oxoazetidin-2-yl)phenoxy]acetyl}glycine (20 mg, 0.037 mmol) was dissolved in 3 ml DCM. N-Methylmorpholine (9 μl, 0.082 mmol) and TBTU (14 mg, 0.044 mmol) were added. After 5 minutes, tert-butyl 4-methylleucinate (9 mg, 0.045 mmol) was added and the mixture was stirred for 2 h. Additional tert-butyl 4-methylleucinate (ca 3 mg, 0.015 mmol) was added. After 15 min, water (2 ml) was added and the mixture was acidified to a p... The reactants are FC=1C=C(C=CC1CS(=O)(=O)C)C(C(=O)OCC)C (ethyl 2-(3-fluoro-4-(methylsulfonylmethyl)phenyl)propanoate), O1CCCC1 (tetrahydrofuran), [OH-].[Li+] (lithium hydroxide). Solvent: O (water), C(C)OCC (diethyl ether), O (water). Product: FC=1C=C(C=CC1CS(=O)(=O)C)C(C(=O)O)C (2-(3-fluoro-4-(methylsulfonylmethyl)-phenyl)propanoic acid). Yield: 98.6%. RXN SMILES: [F:1][C:2]1[CH:3]=[C:4]([CH:13]([CH3:19])[C:14]([O:16]CC)=[O:15])[CH:5]=[CH:6][C:7]=1[CH2:8][S:9]([CH3:12])(=[O:11])=[O:10].O1CCCC1.[OH-].[Li+]>O.C(OCC)C>[F:1][C:2]1[CH:3]=[C:4]([CH:13]([CH3:19])[C:14]([OH:16])=[O:15])[CH:5]=[CH:6][C:7]=1[CH2:8][S:9]([CH3:12])(=[O:11])=[O:10] |f:2.3|. Reported procedure: To a stirred solution of ethyl 2-(3-fluoro-4-(methylsulfonylmethyl)phenyl)propanoate (950 mg, 3.295 mmol) in co-solvent with tetrahydrofuran and water (1:1) were added lithium hydroxide (236 mg, 9.885 mmol). The reaction mixture was refluxed for overnight, then cooled to room temperature, diluted with water (25 mL) and diethyl ether (25 mL). After phase separation the aqueous layer was acidified by HCl to a pH=3 and extracted with DCM (3×50 mL). The organic layer was dried over magnesium sulfate... The reactants are O=C1CCC(=O)N1Br, Cc1c(Cl)ccc2cccnc12, c1ccccc1. Yields the product Clc1ccc2cccnc2c1CBr. RXN SMILES: [Br:13][N:14]1[C:15](=[O:16])[CH2:17][CH2:18][C:19]1=[O:20].[Cl:1][c:2]1[cH:3][cH:4][c:5]2[cH:6][cH:7][cH:8][n:9][c:10]2[c:11]1[CH3:12].[cH:21]1[cH:22][cH:23][cH:24][cH:25][cH:26]1>>[Cl:1][c:2]1[cH:3][cH:4][c:5]2[cH:6][cH:7][cH:8][n:9][c:10]2[c:11]1[CH2:12][Br:13]. Reactants: FC=1C(=C2C=3N(C(CO2)C)C=C(C(C3C1)=O)C(=O)O)F (9,10-difluoro-2,3-dihydro-3-methyl-7-oxo-7H-pyrido[1,2,3-de][1,4]-benzoxazine-6-carboxylic acid), COC1=C2CNCC2=CC=C1 (4-methoxyisoindoline). The solvent is CN(C)C=O (DMF). The product is COC1=C2CN(CC2=CC=C1)C=1C(=CC2=C3N(C(COC31)C)C=C(C2=O)C(=O)O)F (10-(4-methoxy-2-isoindolinyl)-9-fluoro-2,3-dihydro-3-methyl-7-oxo-7H-pyrido[1,2,3-de][1,4]-benzoxazine-6-carboxylic acid). Isolated yield 51.8%. RXN SMILES: [F:1][C:2]1[C:3](F)=[C:4]2[O:9][CH2:8][CH:7]([CH3:10])[N:6]3[CH:11]=[C:12]([C:17]([OH:19])=[O:18])[C:13](=[O:16])[C:14]([CH:15]=1)=[C:5]23.[CH3:21][O:22][C:23]1[CH:31]=[CH:30][CH:29]=[C:28]2[C:24]=1[CH2:25][NH:26][CH2:27]2>CN(C=O)C>[CH3:21][O:22][C:23]1[CH:31]=[CH:30][CH:29]=[C:28]2[C:24]=1[CH2:25][N:26]([C:3]1[C:2]([F:1])=[CH:15][C:14]3[C:13](=[O:16])[C:12]([C:17]([OH:19])=[O:18])=[CH:11][N:6]4[CH:7]([CH3:10])[CH2:8][O:9][C:4]=1[C:5]=34)[CH2:27]2. Procedure: 131 mg of 9,10-difluoro-2,3-dihydro-3-methyl-7-oxo-7H-pyrido[1,2,3-de][1,4]-benzoxazine-6-carboxylic acid, 224 mg of 4-methoxyisoindoline, and 1.5 ml of anhydrous DMF were processed in the same manner as in Example 2 to produce 99 mg of the target compound. The reactants are N1C=CC=2C1=CN=CC2 (1H-Pyrrolo[2,3-c]pyridine), BrC1=CC(=C(C(=O)Cl)C(=C1)Cl)Cl (4-bromo-2,6-dichloro benzoyl chloride). Yields the product BrC1=CC(=C(C(=C1)Cl)C(=O)C1=CNC2=CN=CC=C21)Cl ((4-Bromo-2,6-dichlorophenyl)(1H-pyrrolo[2,3-c]pyridin-3-yl)methanone). RXN SMILES: [NH:1]1[C:5]2=[CH:6][N:7]=[CH:8][CH:9]=[C:4]2[CH:3]=[CH:2]1.[Br:10][C:11]1[CH:19]=[C:18]([Cl:20])[C:14]([C:15](Cl)=[O:16])=[C:13]([Cl:21])[CH:12]=1>>[Br:10][C:11]1[CH:12]=[C:13]([Cl:21])[C:14]([C:15]([C:3]2[C:4]3[C:5](=[CH:6][N:7]=[CH:8][CH:9]=3)[NH:1][CH:2]=2)=[O:16])=[C:18]([Cl:20])[CH:19]=1. Procedure details: (4-Bromo-2,6-dichlorophenyl)(1H-pyrrolo[2,3-c]pyridin-3-yl)methanone was prepared from 1H-Pyrrolo[2,3-c]pyridine and 4-bromo-2,6-dichloro benzoyl chloride (Compound No. 10). Starting materials: ClCCl (dichloromethane), C(C=C)OC(=O)N1[C@@H](C[C@@H](C1)SC1=C(N2C([C@@H]([C@H]2[C@H]1C)[C@@H](C)O)=O)C(=O)OCC=C)CCN1C=NC(=C1)C(N)=O (allyl (4R,5S,6S)-3-[(2R,4S)-1-allyloxycarbonyl-2-{2-(4-carbamoylimidazol-1-yl)ethyl}-pyrrolidin-4-yl]thio-6-[(1R)-1-hydroxyethyl]-4-methyl-7-oxo-1-azabicyclo[3.2.0]hept-2-ene-2-carboxylate), FC(S(=O)(=O)OC)(F)F (methyl trifluoromethanesulfonate), ClCCl (dichloromethane). Conditions: time 30 minute. Yields the product [Cl-].C(C=C)OC(=O)N1[C@@H](C[C@@H](C1)SC1=C(N2C([C@@H]([C@H]2[C@H]1C)[C@@H](C)O)=O)C(=O)OCC=C)CC[N+]1=CN(C(=C1)C(N)=O)C (allyl (4R,5S,6S)-3-[(2R,4S)-1-allyloxycarbonyl-2-{2-(4-carbamoyl-3-methyl-1-imidazolio)ethyl}pyrrolidin-4yl]thio-6-[(1R)-1-hydroxyethyl]-4-methyl-7-oxo-1azabicyclo[3.2.0]hept-2-ene-2-carboxylate chloride). Reaction SMILES: [CH2:1]([O:4][C:5]([N:7]1[CH2:11][C@@H:10]([S:12][C:13]2[C@H:19]([CH3:20])[C@H:18]3[N:15]([C:16](=[O:24])[C@@H:17]3[C@H:21]([OH:23])[CH3:22])[C:14]=2[C:25]([O:27][CH2:28][CH:29]=[CH2:30])=[O:26])[CH2:9][C@H:8]1[CH2:31][CH2:32][N:33]1[CH:37]=[C:36]([C:38](=[O:40])[NH2:39])[N:35]=[CH:34]1)=[O:6])[CH:2]=[CH2:3].F[C:42](F)(F)S(OC)(=O)=O.[Cl:50]CCl>>[Cl-:50].[CH2:1]([O:4][C:5]([N:7]1[CH2:11][C@@H:10]([S:12][C:13]2[C@H:19]([CH3:20])[C@H:18]3[N:15]([C:16](=[O:24])[C@@H:17]3[C@H:21]([OH:23])[CH3:22])[C:14]=2[C:25]([O:27][CH2:28][CH:29]=[CH2:30])=[O:26])[CH2:9][C@H:8]1[CH2:31][CH2:32][N+:33]1[CH:37]=[C:36]([C:38](=[O:40])[NH2:39])[N:35]([CH3:42])[CH:34]=1)=[O:6])[CH:2]=[CH2:3] |f:3.4|. Reported procedure: To a solution of allyl (4R,5S,6S)-3-[(2R,4S)-1-allyloxycarbonyl-2-{2-(4-carbamoylimidazol-1-yl)ethyl}-pyrrolidin-4-yl]thio-6-[(1R)-1-hydroxyethyl]-4-methyl-7-oxo-1-azabicyclo[3.2.0]hept-2-ene-2-carboxylate (2.07 g) in dichloromethane (20 ml) was added methyl trifluoromethanesulfonate (1.16 ml) at 0° C. and the solution was stirred for 30 minutes. To the mixture was added a suspension of ion exchange resin, Amberlist A-26 (Cl- type, Trademark, made by Rohm and Haas Co., Ltd.) (10 ml) in dichlorom... Reactants: CC(CCCCCC)O (2-octanol), C(C1=CC=CC=C1)=C(C(=O)OC)C#N (methyl benzylidenecyanoacetate). Reagents/catalysts: [O-]CCCC.[O-]CCCC.[O-]CCCC.[O-]CCCC.[Ti+4] (titanium (IV) tetrabutoxide). Solvent: C1CCCCC1 (cyclohexane). Conditions: temperature 130 celsius. Yields the product C(C1=CC=CC=C1)=C(C(=O)OC(C)CCCCCC)C#N (2-octyl benzylidenecyanoacetate). RXN SMILES: [CH3:1][CH:2]([OH:9])[CH2:3][CH2:4][CH2:5][CH2:6][CH2:7][CH3:8].[CH:10](=[C:17]([C:22]#[N:23])[C:18](OC)=[O:19])[C:11]1[CH:16]=[CH:15][CH:14]=[CH:13][CH:12]=1>[O-]CCCC.[O-]CCCC.[O-]CCCC.[O-]CCCC.[Ti+4].C1CCCCC1>[CH:10](=[C:17]([C:22]#[N:23])[C:18]([O:9][CH:2]([CH2:3][CH2:4][CH2:5][CH2:6][CH2:7][CH3:8])[CH3:1])=[O:19])[C:11]1[CH:16]=[CH:15][CH:14]=[CH:13][CH:12]=1 |f:2.3.4.5.6|. Procedure: 143.60 g 2-octanol, 206.40 g methyl benzylidenecyanoacetate, 211.70 g cyclohexane and 0.56 g titanium (IV) tetrabutoxide were charged to a flask fitted with an oil bath for heating. The oil bath was heated to 130° C. and methanol was removed as an azeotrope for a period of approximately 25 hours. The methyl benzylidenecyanoacetate used in this synthesis was made by mixing 1.198 kg benzaldehyde, 1.119 kg methyl cyanoacetate, 0.920 kg absolute ethanol and 0.66 g piperidine. The mixture is refluxed... The reactants are COCCC=1N(C2=C(C=NC=3C=CC=CC23)N1)CCCCCC(=O)OCC (Ethyl 6-[2-(2-methoxyethyl)-1H-imidazo[4,5-c]quinolin-1-yl]hexanoate), [OH-].[Na+] (sodium hydroxide). Run at time 8 hour. Yields the product COCCC=1N(C2=C(C=NC=3C=CC=CC23)N1)CCCCCC(=O)O (6-[2-(2-methoxyethyl)-1H-imidazo[4,5-c]quinolin-1-yl]hexanoic acid). The yield is 75.0%. As a reaction SMILES: [CH3:1][O:2][CH2:3][CH2:4][C:5]1[N:6]([CH2:18][CH2:19][CH2:20][CH2:21][CH2:22][C:23]([O:25]CC)=[O:24])[C:7]2[C:16]3[CH:15]=[CH:14][CH:13]=[CH:12][C:11]=3[N:10]=[CH:9][C:8]=2[N:17]=1.[OH-].[Na+]>>[CH3:1][O:2][CH2:3][CH2:4][C:5]1[N:6]([CH2:18][CH2:19][CH2:20][CH2:21][CH2:22][C:23]([OH:25])=[O:24])[C:7]2[C:16]3[CH:15]=[CH:14][CH:13]=[CH:12][C:11]=3[N:10]=[CH:9][C:8]=2[N:17]=1 |f:1.2|. Procedure details: Ethyl 6-[2-(2-methoxyethyl)-1H-imidazo[4,5-c]quinolin-1-yl]hexanoate (12.05 g, 32.61 mmol) was treated with sodium hydroxide (1.70 g, 42.4 mmol) according to a modification of the method described in Part A of Example 11. The reaction was stirred overnight at ambient temperature to provide 8.35 g of 6-[2-(2-methoxyethyl)-1H-imidazo[4,5-c]quinolin-1-yl]hexanoic acid after the aqueous work-up procedure. The reactants are C([C@H](C)O)O ((s)-(+)-1,2-propanediol), [Si](C)(C)(C(C)(C)C)Cl (TBS-Cl), N1C=NC=C1 (imidazole). Solvent: CN(C)C=O (DMF). Run at temperature 25 celsius, time 18 hour. The product is [Si](C)(C)(C(C)(C)C)OC[C@@H](C)O ((R)-1-((tert-Butyldimethylsilyl)oxy)propan-2-ol). The yield is 79.9%. RXN SMILES: [CH2:1]([OH:5])[C@@H:2]([OH:4])[CH3:3].[Si:6](Cl)([C:9]([CH3:12])([CH3:11])[CH3:10])([CH3:8])[CH3:7].N1C=CN=C1>CN(C=O)C>[Si:6]([O:5][CH2:1][C@H:2]([OH:4])[CH3:3])([C:9]([CH3:12])([CH3:11])[CH3:10])([CH3:8])[CH3:7]. Reported procedure: To a solution of (s)-(+)-1,2-propanediol (2.0 g, 26.3 mmol) in DMF (5 mL) was added TBS-Cl (5.94 g, 39.4 mmol) and imidazole (2.147 g, 31.5 mmol). The reaction was stirred at 25° C. for 18 h. The reaction mixture was partitioned between ethyl acetate and sat. ammonium chloride. The organic phase was washed with sat ammonium chloride and brine, dried (MgSO4) and concentrated in vacuo. The crude product was purified by flash chromatography to give 33A (4.0 g, 80% yield) as a colorless oil.